From a dataset of the Open Reaction Database (ORD), a public repository of structured organic reaction records. describe an organic reaction: reactants, conditions, products, and yield The reactants are BrC=1C=CC2=C(OCCC3=C2SC(=C3)C(=O)N(C)C3=C(C=CC=C3)Cl)C1 (8-bromo-N-(2-chlorophenyl)-N-methyl-4,5-dihydrobenzo[b]thieno[2,3-d]oxepine-2-carboxamide), C(N)(OC)=O (methyl carbamate). The product is ClC1=C(C=CC=C1)N(C(=O)C1=CC2=C(C3=C(OCC2)C=C(C=C3)NC(OC)=O)S1)C (methyl 2-((2-chlorophenyl)(methyl)carbamoyl)-4,5-dihydrobenzo[b]thieno[2,3-d]oxepin-8-ylcarbamate). Reaction SMILES: Br[C:2]1[CH:3]=[CH:4][C:5]2[C:11]3[S:12][C:13]([C:15]([N:17]([C:19]4[CH:24]=[CH:23][CH:22]=[CH:21][C:20]=4[Cl:25])[CH3:18])=[O:16])=[CH:14][C:10]=3[CH2:9][CH2:8][O:7][C:6]=2[CH:26]=1.[C:27](=[O:31])([O:29][CH3:30])[NH2:28]>>[Cl:25][C:20]1[CH:21]=[CH:22][CH:23]=[CH:24][C:19]=1[N:17]([CH3:18])[C:15]([C:13]1[S:12][C:11]2[C:5]3[CH:4]=[CH:3][C:2]([NH:28][C:27](=[O:31])[O:29][CH3:30])=[CH:26][C:6]=3[O:7][CH2:8][CH2:9][C:10]=2[CH:14]=1)=[O:16]. Reported procedure: Following the procedure of Example 61, 8-bromo-N-(2-chlorophenyl)-N-methyl-4,5-dihydrobenzo[b]thieno[2,3-d]oxepine-2-carboxamide 150 and methyl carbamate were coupled to give 149. MS: (ESI+) 443.1